Dataset: the Open Reaction Database (ORD), a public repository of structured organic reaction records. Task: describe an organic reaction: reactants, conditions, products, and yield The reactants are [H-].[Na+] (sodium hydride), CI (methyliodide), OC1=CC(=C(C=C1)C(CCC)C(C1=CC=C(C(=O)OCC)C=C1)C(=O)N)N1CCCCC1 (ethyl 4-[(1-(4-hydroxy-2-piperidino-phenyl)-1-butyl)-aminocarbonylmethyl]-benzoate). The solvent is CN(C=O)C (dimethylformamide), CN(C=O)C (dimethylformamide), CN(C=O)C (dimethylformamide). Conditions: time 15 minute. The product is COC1=CC(=C(C=C1)C(CCC)C(C1=CC=C(C(=O)OCC)C=C1)C(=O)N)N1CCCCC1 (Ethyl 4-[(1-(4-Methoxy-2-piperidino-phenyl)-1-butyl)-aminocarbonylmethyl]-benzoate). Reaction SMILES: [OH:1][C:2]1[CH:7]=[CH:6][C:5]([CH:8]([CH:12]([C:24]([NH2:26])=[O:25])[C:13]2[CH:23]=[CH:22][C:16]([C:17]([O:19][CH2:20][CH3:21])=[O:18])=[CH:15][CH:14]=2)[CH2:9][CH2:10][CH3:11])=[C:4]([N:27]2[CH2:32][CH2:31][CH2:30][CH2:29][CH2:28]2)[CH:3]=1.[H-].[Na+].[CH3:35]I>CN(C)C=O>[CH3:35][O:1][C:2]1[CH:7]=[CH:6][C:5]([CH:8]([CH:12]([C:24]([NH2:26])=[O:25])[C:13]2[CH:14]=[CH:15][C:16]([C:17]([O:19][CH2:20][CH3:21])=[O:18])=[CH:22][CH:23]=2)[CH2:9][CH2:10][CH3:11])=[C:4]([N:27]2[CH2:28][CH2:29][CH2:30][CH2:31][CH2:32]2)[CH:3]=1 |f:1.2|. Procedure: A solution of 5.0 gm (11.4 m mol) of ethyl 4-[(1-(4-hydroxy-2-piperidino-phenyl)-1-butyl)-aminocarbonylmethyl]-benzoate in 45 ml of absolute dimethylformamide was added dropwise, under stirring, at ambient temperature, to 548 mg (11.4 m mol) of sodium hydride (50% in oil) in 10 ml of absolute dimethylformamide. The mixture was stirred for a further 15 minutes, and then a solution of 0.71 ml (11.4 m mol) of methyliodide in 8 ml of absolute dimethylformamide was slowly added thereto dropwise. The ... Reactants: CCO, COc1ccc2c(c1)C(=CC#N)CCCC2, CCO, N. The product is COc1ccc2c(c1)C(=CCN)CCCC2. RXN SMILES: [CH2:17]([OH:18])[CH3:19].[CH3:1][O:2][c:3]1[cH:4][cH:5][c:6]2[c:7]([cH:16]1)[C:8](=[CH:13][C:14]#[N:15])[CH2:9][CH2:10][CH2:11][CH2:12]2.[CH3:21][CH2:22][OH:23].[NH3:20]>>[CH3:1][O:2][c:3]1[cH:4][cH:5][c:6]2[c:7]([cH:16]1)[C:8](=[CH:13][CH2:14][NH2:15])[CH2:9][CH2:10][CH2:11][CH2:12]2. Reactants: CCOP(=O)(OCC)C(Cl)=Cc1cc(N=C=S)c(F)cc1Cl, C1CCNNC1, C1CCOC1. Yields the product CCOP(=O)(OCC)C(Cl)=Cc1cc(NC(=S)N2CCCCN2)c(F)cc1Cl. As a reaction SMILES: [Cl:1][C:2](=[CH:3][c:4]1[c:5]([Cl:14])[cH:6][c:7]([F:13])[c:8]([N:10]=[C:11]=[S:12])[cH:9]1)[P:15]([O:16][CH2:17][CH3:18])([O:19][CH2:20][CH3:21])=[O:22].[NH:23]1[NH:24][CH2:25][CH2:26][CH2:27][CH2:28]1.[O:29]1[CH2:30][CH2:31][CH2:32][CH2:33]1>>[Cl:1][C:2](=[CH:3][c:4]1[c:5]([Cl:14])[cH:6][c:7]([F:13])[c:8]([NH:10][C:11](=[S:12])[N:23]2[NH:24][CH2:25][CH2:26][CH2:27][CH2:28]2)[cH:9]1)[P:15]([O:16][CH2:17][CH3:18])([O:19][CH2:20][CH3:21])=[O:22].